Dataset: the Open Reaction Database (ORD), a public repository of structured organic reaction records. Task: describe an organic reaction: reactants, conditions, products, and yield Reaction SMILES: [Cl:1][C:2]1[CH:3]=[CH:4][C:5]([O:15]C)=[C:6]([C:8]2[C:9](N)=[N:10][CH:11]=[CH:12][CH:13]=2)[CH:7]=1.N([O-])=O.[Na+]>C1COCC1.[H+].[B-](F)(F)(F)F.O>[Cl:1][C:2]1[CH:3]=[CH:4][C:5]2[O:15][C:9]3=[N:10][CH:11]=[CH:12][CH:13]=[C:8]3[C:6]=2[CH:7]=1 |f:1.2,4.5|. Reported procedure: 3-(5-Chloro-2-methoxyphenyl)pyridin-2-amine (5.00 g, 21 mmol) was dissolved in the mixture of THF (409 mL), HBF4 (50% aqueous solution, 36 mL) and 15 mL of water. The solution was cooled to −5° C., and sodium nitrite (1.70 g in 20 mL of water) was added dropwise. Reaction was kept 1 hour at −5° C., then was allowed to warm up to room temperature and stirred overnight at room temperature. Then pH of the reaction mixture was adjusted to 10, and it was extracted with ethyl acetate (4×25 mL). Organi... The yield is 35.5%. Solvent: C1CCOC1 (THF), [H+].[B-](F)(F)(F)F (HBF4), O (water). Product: ClC=1C=CC2=C(C1)C=1C(=NC=CC1)O2 (6-chlorobenzofuro[2,3-b]pyridine). Run at temperature -5 celsius, time 1 hour. The reactants are ClC=1C=CC(=C(C1)C=1C(=NC=CC1)N)OC (3-(5-Chloro-2-methoxyphenyl)pyridin-2-amine), N(=O)[O-].[Na+] (sodium nitrite). The reactants are COC(=O)c1c(C)c(-c2cc(C(F)(F)F)cc(C(F)(F)F)c2)n(CC2CCCCC2)c1C, NN1CCCCC1. The product is Cc1c(C(=O)NN2CCCCC2)c(C)n(CC2CCCCC2)c1-c1cc(C(F)(F)F)cc(C(F)(F)F)c1. RXN SMILES: [CH3:1][O:2][C:3](=[O:4])[c:5]1[c:6]([CH3:32])[n:7]([CH2:25][CH:26]2[CH2:27][CH2:28][CH2:29][CH2:30][CH2:31]2)[c:8](-[c:11]2[cH:12][c:13]([C:21]([F:22])([F:23])[F:24])[cH:14][c:15]([C:17]([F:18])([F:19])[F:20])[cH:16]2)[c:9]1[CH3:10].[N:33]1([NH2:39])[CH2:34][CH2:35][CH2:36][CH2:37][CH2:38]1>>[O:2]=[C:3]([c:5]1[c:6]([CH3:32])[n:7]([CH2:25][CH:26]2[CH2:27][CH2:28][CH2:29][CH2:30][CH2:31]2)[c:8](-[c:11]2[cH:12][c:13]([C:21]([F:22])([F:23])[F:24])[cH:14][c:15]([C:17]([F:18])([F:19])[F:20])[cH:16]2)[c:9]1[CH3:10])[NH:39][N:33]1[CH2:34][CH2:35][CH2:36][CH2:37][CH2:38]1. Reactants: O=C(C(=O)OCC)C1=CSC2=C1C=CC(=C2)[N+](=O)[O-] (ethyl α-oxo-α-(6-nitro-3-benzothienyl)acetate), [H][H] (hydrogen), [H][H] (hydrogen). The reagents and catalysts are [Pd] (palladium on carbon). Solvent: O1CCCC1 (tetrahydrofuran), C(C)O (ethanol). The product is O=C(C(=O)OCC)C1=CSC2=C1C=CC(=C2)N (ethyl α-oxo-α-(6-amino-3-benzothienyl)acetate). As a reaction SMILES: [H][H].[O:3]=[C:4]([C:10]1[C:14]2[CH:15]=[CH:16][C:17]([N+:19]([O-])=O)=[CH:18][C:13]=2[S:12][CH:11]=1)[C:5]([O:7][CH2:8][CH3:9])=[O:6]>[Pd].C(O)C.O1CCCC1>[O:3]=[C:4]([C:10]1[C:14]2[CH:15]=[CH:16][C:17]([NH2:19])=[CH:18][C:13]=2[S:12][CH:11]=1)[C:5]([O:7][CH2:8][CH3:9])=[O:6]. Procedure details: To a stirred suspension of 1.1 g of 5% palladium on carbon in 100 ml of ethanol under 60 psi of hydrogen was added in one portion a solution of 1.1 g of ethyl α-oxo-α-(6-nitro-3-benzothienyl)acetate in 25 ml of tetrahydrofuran. The reaction mixture was stirred at 25° C. under 60 psi of hydrogen for forty-five minutes, and then the mixture was filtered and the solvent was evaporated from the filtrate to give ethyl α-oxo-α-(6-amino-3-benzothienyl)acetate. Reaction with methoxylamine and subsequent... Starting materials: CN(C)C=O, CC(Cl)Cl, CC(C)(C)OC(=O)NCCN, Cc1cc(-c2cc(-c3cccc(C(=O)O)c3)[nH]c(=O)n2)ccc1O, On1nnc2ccccc21. The product is Cc1cc(-c2cc(-c3cccc(C(=O)NCCN)c3)[nH]c(=O)n2)ccc1O. Reaction SMILES: [CH3:50][N:51]([CH3:52])[CH:53]=[O:54].[Cl:46][CH:47]([Cl:48])[CH3:49].[NH2:25][CH2:26][CH2:27][NH:28][C:29](=[O:30])[O:31][C:32]([CH3:33])([CH3:34])[CH3:35].[OH:1][c:2]1[c:3]([CH3:24])[cH:4][c:5](-[c:8]2[cH:9][c:10](-[c:15]3[cH:16][c:17]([C:18](=[O:19])[OH:20])[cH:21][cH:22][cH:23]3)[nH:11][c:12](=[O:14])[n:13]2)[cH:6][cH:7]1.[OH:36][n:37]1[c:38]2[cH:39][cH:40][cH:41][cH:42][c:43]2[n:44][n:45]1>>[OH:1][c:2]1[c:3]([CH3:24])[cH:4][c:5](-[c:8]2[cH:9][c:10](-[c:15]3[cH:16][c:17]([C:18](=[O:20])[NH:28][CH2:27][CH2:26][NH2:25])[cH:21][cH:22][cH:23]3)[nH:11][c:12](=[O:14])[n:13]2)[cH:6][cH:7]1. Starting materials: FC1=C(OC2=NC=C3C(=N2)NN=C3N)C=CC(=C1)F (6-(2,4-Difluoro-phenoxy)-1H-pyrazolo[3,4-d]pyrimidin-3-ylamine), CC(=O)C (acetone), C1CCOC1 (THF), [BH-](OC(=O)C)(OC(=O)C)OC(=O)C.[Na+] (NaBH(OAc)3). Solvent: CCOCC (ether). Product: FC1=C(OC2=NC=C3C(=N2)NN=C3NC(C)C)C=CC(=C1)F ([6-(2,4-difluoro-phenoxy)-1H-pyrazolo[3,4-d]pyrimidin-3-yl]-isopropyl-amine). Yield: 53.2%. Reaction SMILES: [F:1][C:2]1[CH:18]=[C:17]([F:19])[CH:16]=[CH:15][C:3]=1[O:4][C:5]1[N:10]=[C:9]2[NH:11][N:12]=[C:13]([NH2:14])[C:8]2=[CH:7][N:6]=1.[CH3:20][C:21]([CH3:23])=O.C1COCC1.[BH-](OC(C)=O)(OC(C)=O)OC(C)=O.[Na+]>CCOCC>[F:1][C:2]1[CH:18]=[C:17]([F:19])[CH:16]=[CH:15][C:3]=1[O:4][C:5]1[N:10]=[C:9]2[NH:11][N:12]=[C:13]([NH:14][CH:21]([CH3:23])[CH3:20])[C:8]2=[CH:7][N:6]=1 |f:3.4|. Procedure: To a room temperature slurry of 6-(2,4-Difluoro-phenoxy)-1H-pyrazolo[3,4-d]pyrimidin-3-ylamine (170 mg, 0.646 mmol), acetone (0.95 mL, 12.9 mmol) acetic acid (0.037 mL) and THF (6.5 mL) was added NaBH(OAc)3 (547 mg, 2.58 mmol). The reaction mixture was heated to reflux for 18 hours, then cooled to room temperature and diluted with ether. This mixture was washed with water and brine, then dried over MgSO4, filtered, and concentrated under reduced pressure. The residue was chromatographed through ... Starting materials: C1(CCCCO1)=O (δ-valerolactone), 280g, [OH-].[K+] (potassium hydroxide), C(C1=CC=CC=C1)Cl (benzyl chloride), Cl (hydrochloric acid). Solvent: C1(=CC=CC=C1)C (toluene), O (water). The product is C(C1=CC=CC=C1)OCCCCC(=O)O (5-benzyloxypentanoic acid). As a reaction SMILES: [C:1]1(=[O:7])[O:6][CH2:5][CH2:4][CH2:3][CH2:2]1.[OH-:8].[K+].[CH2:10](Cl)[C:11]1[CH:16]=[CH:15][CH:14]=[CH:13][CH:12]=1.Cl>C1(C)C=CC=CC=1.O>[CH2:10]([O:8][CH2:5][CH2:4][CH2:3][CH2:2][C:1]([OH:6])=[O:7])[C:11]1[CH:16]=[CH:15][CH:14]=[CH:13][CH:12]=1 |f:1.2|. Reported procedure: A mixture of 100 g of δ-valerolactone, 50 ml of water, 350 ml of toluene, 280g of potassium hydroxide pellets and 300 ml of benzyl chloride is refluxed overnight with mechanical stirring and azeotroping the water with the use of a Dean-Stark apparatus. The thick white mass is cooled to room temperature and dissolved in 1 l of cold water. The organic layer is separated and the aqueous layer is condensed to 1/3 by heating over a period of 5 h. The mixture is cooled to room temperature, acidified w... The yield is 10.0%. Starting materials: C(C=C)(=O)N (acrylamide), aqueous solution, [Cl-] (chloride), C(C=C)(=O)OCC (ethyl acrylate), C(CN(CC(=O)O)CC(=O)O)N(CC(=O)O)CC(=O)O (EDTA), Cl.Cl.N(=NC(C)(C)C=1NCCN1)C(C)(C)C=1NCCN1 (VA-044). Conditions: time 1 hour. Run in O (water). Procedure details: A 10% solution of poly(AMD/DMAEA.MeCl/EA) was prepared as follows: 13.87 parts of 53.58% aqueous acrylamide (AMD), 25.31 parts of a 80% aqueous solution of ethacryloxyethyltrimethylammonium chloride (DMAEA.MeCl), 2.33 parts of ethyl acrylate (EA), 0.3 part EDTA, 258.16 parts of deionized water and 0.030 parts of VA-044 were added to a suitable glass vessel. The solution was sparged with nitrogen gas and stirred for about one hour at ambient temperature. The nitrogen sparge was changed to a nitro... RXN SMILES: [C:1]([NH2:5])(=[O:4])[CH:2]=[CH2:3].[Cl-:6].[C:7]([O:11][CH2:12][CH3:13])(=[O:10])[CH:8]=[CH2:9].C(N(CC(O)=O)CC(O)=O)CN(CC(O)=O)CC(O)=O.Cl.Cl.N(C(C1NCCN=1)(C)C)=NC(C1NCCN=1)(C)C>O>[C:1]([NH2:5])(=[O:4])[CH:2]=[CH2:3].[CH3:7][Cl:6].[C:7]([O:11][CH2:12][CH3:13])(=[O:10])[CH:8]=[CH2:9] |f:4.5.6,9.10|. Yields the product solution, C(C=C)(=O)N (AMD), CCl.C(C=C)(=O)OCC (MeCl EA).